This data is from the Open Reaction Database (ORD), a public repository of structured organic reaction records. The task is: describe an organic reaction: reactants, conditions, products, and yield Reactants: OC1=NC(=NC=C1C(=O)NC(C)(C)C=1C=CC(=NC1)C1=CC=C(C=C1)P(OCC)(OCC)=O)C=1N=NC=CC1 (diethyl 4-(5-(2-(4-hydroxy-2-(pyridazin-3-yl)pyrimidine-5-carboxamido) propan-2-yl)pyridin-2-yl)phenylphosphonate), C[Si](C)(C)Br (TMSBr). Solvent: C(Cl)Cl (DCM). Conditions: time 8 hour. The product is OC1=NC(=NC=C1C(=O)NC(C)(C)C=1C=CC(=NC1)C1=CC=C(C=C1)P(O)(O)=O)C=1N=NC=CC1 (4-(5-(2-(4-hydroxy-2-(pyridazin-3-yl)pyrimidine-5-carboxamido)propan-2-yl)pyridine-2-yl)phenylphosphonic acid). RXN SMILES: [OH:1][C:2]1[C:7]([C:8]([NH:10][C:11]([C:14]2[CH:15]=[CH:16][C:17]([C:20]3[CH:25]=[CH:24][C:23]([P:26](=[O:33])([O:30]CC)[O:27]CC)=[CH:22][CH:21]=3)=[N:18][CH:19]=2)([CH3:13])[CH3:12])=[O:9])=[CH:6][N:5]=[C:4]([C:34]2[N:35]=[N:36][CH:37]=[CH:38][CH:39]=2)[N:3]=1.C[Si](Br)(C)C>C(Cl)Cl>[OH:1][C:2]1[C:7]([C:8]([NH:10][C:11]([C:14]2[CH:15]=[CH:16][C:17]([C:20]3[CH:21]=[CH:22][C:23]([P:26](=[O:27])([OH:30])[OH:33])=[CH:24][CH:25]=3)=[N:18][CH:19]=2)([CH3:13])[CH3:12])=[O:9])=[CH:6][N:5]=[C:4]([C:34]2[N:35]=[N:36][CH:37]=[CH:38][CH:39]=2)[N:3]=1. Reported procedure: To a solution of diethyl 4-(5-(2-(4-hydroxy-2-(pyridazin-3-yl)pyrimidine-5-carboxamido) propan-2-yl)pyridin-2-yl)phenylphosphonate (180 mg, 0.33 mmol) in DCM (5 ml) was added dropwise TMSBr (1.50 g, 9.85 mmol) at 0° C., the reaction mixture was stirred at room temperature for overnight. Then evaporated the solution and diluted with 20 ml MeOH, and stirred at room temperature for 30 mins, concentrated under vacuo, purified by Pre-HPLC to give product 33-1. 1H NMR (CDCl3-d6, 300 MHz,): δ 9.50 (s, ... The reactants are CCOC(=O)N1CCC(=O)CC1, Cc1ccccc1, NC(c1ccccc1)c1ccccc1. Product: CCOC(=O)N1CCC(NC(c2ccccc2)c2ccccc2)CC1. As a reaction SMILES: [CH2:15]([CH3:16])[O:17][C:18](=[O:19])[N:20]1[CH2:21][CH2:22][C:23](=[O:26])[CH2:24][CH2:25]1.[CH3:27][c:28]1[cH:29][cH:30][cH:31][cH:32][cH:33]1.[c:1]1([CH:7]([c:8]2[cH:9][cH:10][cH:11][cH:12][cH:13]2)[NH2:14])[cH:2][cH:3][cH:4][cH:5][cH:6]1>>[c:1]1([CH:7]([c:8]2[cH:9][cH:10][cH:11][cH:12][cH:13]2)[NH:14][CH:23]2[CH2:22][CH2:21][N:20]([C:18]([O:17][CH2:15][CH3:16])=[O:19])[CH2:25][CH2:24]2)[cH:2][cH:3][cH:4][cH:5][cH:6]1. Starting materials: C(C)OC(=O)CN1C(C(CCCCC1)=C)=O (1-ethoxycarbonylmethyl-3-methyleneperhydroazocin-2-one), C(=O)(O)CN1C(C(CCCCC1)=C)=O (1-carboxymethyl-3-methyleneperhydroazocin-2-one), S1C(=CC=C1)CC(=O)O (thiolacetic acid). The product is C(=O)(O)CN1C(C(CCCCC1)CSC(C)=O)=O (1-carboxymethyl-3-acetylthiomethylperhydroazocin-2-one). As a reaction SMILES: C([O:3][C:4]([CH2:6][N:7]1[CH2:14][CH2:13][CH2:12][CH2:11][CH2:10][C:9](=[CH2:15])[C:8]1=[O:16])=[O:5])C.[C:17]([CH2:20]N1CCCCCC(=C)C1=O)(O)=[O:18].[S:31]1C=CC=C1CC(O)=O>>[C:4]([CH2:6][N:7]1[CH2:14][CH2:13][CH2:12][CH2:11][CH2:10][CH:9]([CH2:15][S:31][C:17](=[O:18])[CH3:20])[C:8]1=[O:16])([OH:3])=[O:5]. Procedure details: Hydrolyze 100 mg 1-ethoxycarbonylmethyl-3-methyleneperhydroazocin-2-one (prepared as in Example 1) with base as described in Example 3. Treat the resulting 1-carboxymethyl-3-methyleneperhydroazocin-2-one with thiolacetic acid as described in Example 3 and isolate the desired 1-carboxymethyl-3-acetylthiomethylperhydroazocin-2-one. Starting materials: CCN(CC)c1cccc(N(CC)CC)c1, CC(=O)OC(C)=O, CO, CCN(CC)c1ccc(C(=O)c2ccccc2C(=O)O)c(Cl)c1. Product: CCN(CC)c1ccc(C2(c3ccc(N(CC)CC)cc3N(CC)CC)OC(=O)c3ccccc32)c(Cl)c1. Reaction SMILES: [CH2:24]([CH3:25])[N:26]([c:27]1[cH:28][c:29]([N:33]([CH2:34][CH3:35])[CH2:36][CH3:37])[cH:30][cH:31][cH:32]1)[CH2:38][CH3:39].[CH3:40][C:41]([O:42][C:43](=[O:44])[CH3:45])=[O:46].[CH3:47][OH:48].[Cl:1][c:2]1[c:3]([C:4](=[O:5])[c:6]2[c:7]([C:8](=[O:9])[OH:10])[cH:11][cH:12][cH:13][cH:14]2)[cH:15][cH:16][c:17]([N:19]([CH2:20][CH3:21])[CH2:22][CH3:23])[cH:18]1>>[Cl:1][c:2]1[c:3]([C:4]2([c:30]3[c:29]([N:33]([CH2:34][CH3:35])[CH2:36][CH3:37])[cH:28][c:27]([N:26]([CH2:24][CH3:25])[CH2:38][CH3:39])[cH:32][cH:31]3)[O:5][C:8](=[O:9])[c:7]3[c:6]2[cH:14][cH:13][cH:12][cH:11]3)[cH:15][cH:16][c:17]([N:19]([CH2:20][CH3:21])[CH2:22][CH3:23])[cH:18]1.